Dataset: the Open Reaction Database (ORD), a public repository of structured organic reaction records. Task: describe an organic reaction: reactants, conditions, products, and yield Reactants: COC=1C=C2C(=CC=NC2=CC1OC)OC1=CC=C(C=C1)N (6,7-Dimethoxy-4-(4-aminophenoxy)quinoline), BrC1=CC=C(C=C1)N=C=O (4-bromophenyl isocyanate). Run in C1(=CC=CC=C1)C (toluene). Product: BrC1=CC=C(C=C1)NC(=O)NC1=CC=C(C=C1)OC1=CC=NC2=CC(=C(C=C12)OC)OC (N-(4-Bromophenyl)-N'-{4-[(6,7-dimethoxy-4-quinolinyl)oxy]phenyl}urea). The yield is 64.0%. RXN SMILES: [CH3:1][O:2][C:3]1[CH:4]=[C:5]2[C:10](=[CH:11][C:12]=1[O:13][CH3:14])[N:9]=[CH:8][CH:7]=[C:6]2[O:15][C:16]1[CH:21]=[CH:20][C:19]([NH2:22])=[CH:18][CH:17]=1.[Br:23][C:24]1[CH:29]=[CH:28][C:27]([N:30]=[C:31]=[O:32])=[CH:26][CH:25]=1>C1(C)C=CC=CC=1>[Br:23][C:24]1[CH:29]=[CH:28][C:27]([NH:30][C:31]([NH:22][C:19]2[CH:18]=[CH:17][C:16]([O:15][C:6]3[C:5]4[C:10](=[CH:11][C:12]([O:13][CH3:14])=[C:3]([O:2][CH3:1])[CH:4]=4)[N:9]=[CH:8][CH:7]=3)=[CH:21][CH:20]=2)=[O:32])=[CH:26][CH:25]=1. Reported procedure: 6,7-Dimethoxy-4-(4-aminophenoxy)quinoline (52 mg) was dissolved in toluene (3 ml) with heat, 4-bromophenyl isocyanate (0.2 ml) was added, and the admixture was refluxed with heat for 50 minutes. The separated crystals were filtered and washed with toluene to obtain 56 mg of the title compound (yield: 64%). As a reaction SMILES: [CH2:1]([CH2:2][CH2:3][CH2:4][CH2:5][CH2:6][CH2:7][CH2:8][CH:9]=[CH:10][CH2:11][CH2:12][CH2:13][CH2:14][CH2:15][CH2:16][CH2:17][CH3:18])[O:19][CH2:20][CH:21]([OH:22])[CH2:23][O:24][CH2:25][CH2:26][CH2:27][CH2:28][CH2:29][CH2:30][CH2:31][CH2:32][CH:33]=[CH:34][CH2:35][CH2:36][CH2:37][CH2:38][CH2:39][CH2:40][CH2:41][CH3:42].[c:43]1([CH3:53])[cH:44][cH:45][c:46]([S:49](=[O:50])(=[O:51])[Cl:52])[cH:47][cH:48]1.[cH:54]1[cH:55][cH:56][n:57][cH:58][cH:59]1>>[CH2:1]([CH2:2][CH2:3][CH2:4][CH2:5][CH2:6][CH2:7][CH2:8][CH:9]=[CH:10][CH2:11][CH2:12][CH2:13][CH2:14][CH2:15][CH2:16][CH2:17][CH3:18])[O:19][CH2:20][CH:21]([O:22][S:49]([c:46]1[cH:45][cH:44][c:43]([CH3:53])[cH:48][cH:47]1)(=[O:50])=[O:51])[CH2:23][O:24][CH2:25][CH2:26][CH2:27][CH2:28][CH2:29][CH2:30][CH2:31][CH2:32][CH:33]=[CH:34][CH2:35][CH2:36][CH2:37][CH2:38][CH2:39][CH2:40][CH2:41][CH3:42]. Yields the product CCCCCCCCC=CCCCCCCCCOCC(COCCCCCCCCC=CCCCCCCCC)OS(=O)(=O)c1ccc(C)cc1. Starting materials: CCCCCCCCC=CCCCCCCCCOCC(O)COCCCCCCCCC=CCCCCCCCC, Cc1ccc(S(=O)(=O)Cl)cc1, c1ccncc1.